This data is from the Open Reaction Database (ORD), a public repository of structured organic reaction records. The task is: describe an organic reaction: reactants, conditions, products, and yield Reactants: BrC1=C(N=C(N(C1=O)C=1C=C(C(=O)OC)C=CC1C)NC)OCC1=C(C=C(C=C1)F)F (methyl 3-[5-bromo-4-[(2,4-difluorobenzyl)oxy]-2-(methylamino)-6-oxopyrimidin-1(6H)-yl]-4-methylbenzoate), ClC(=O)OCC(C)C (isobutyl chloroformate), stock solution, CN1CCOCC1 (4-methylmorpholine), stock solution, CN (methylamine). Run in CN(C(C)=O)C (N, N-dimethylacetamide), C(Cl)Cl (DCM), CC(=O)N(C)C (DMA). Conditions: temperature 0 celsius, time 35 minute. Product: BrC1=C(N=C(N(C1=O)C=1C=C(C(=O)NC)C=CC1C)NC)OCC1=C(C=C(C=C1)F)F (3-[5-bromo-4-[(2,4-difluorobenzyl)oxy]-2-(methylamino)-6-oxopyrimidin-1(6H)-yl]-N, 4-dimethylbenzamide). Isolated yield 27.0%. As a reaction SMILES: [Br:1][C:2]1[C:7](=[O:8])[N:6]([C:9]2[CH:10]=[C:11]([CH:16]=[CH:17][C:18]=2[CH3:19])[C:12]([O:14]C)=O)[C:5]([NH:20][CH3:21])=[N:4][C:3]=1[O:22][CH2:23][C:24]1[CH:29]=[CH:28][C:27]([F:30])=[CH:26][C:25]=1[F:31].ClC(OCC(C)C)=O.[CH3:40][N:41]1CCOCC1.CN>CN(C)C(=O)C.C(Cl)Cl>[Br:1][C:2]1[C:7](=[O:8])[N:6]([C:9]2[CH:10]=[C:11]([CH:16]=[CH:17][C:18]=2[CH3:19])[C:12]([NH:41][CH3:40])=[O:14])[C:5]([NH:20][CH3:21])=[N:4][C:3]=1[O:22][CH2:23][C:24]1[CH:29]=[CH:28][C:27]([F:30])=[CH:26][C:25]=1[F:31]. Reported procedure: To a cooled (0° C.) solution of methyl 3-[5-bromo-4-[(2,4-difluorobenzyl)oxy]-2-(methylamino)-6-oxopyrimidin-1(6H)-yl]-4-methylbenzoate (from Step 3) (0.18 g, 0.38 mmol) in N, N-dimethylacetamide (2 mL) was added isobutyl chloroformate (0.60 mL of a stock solution prepared 0.1 mL in 0.9 mL DCM, 0.46 mmol) and 4-methylmorpholine (0.55 mL of a stock solution prepared 0.1 mL in 0.9 mL DMA, 0.50 mmol). Stirred at 0° C. for 35 min. Added methylamine (0.29 mL of 2M solution in THF, 0.57 mmol). After 1...